This data is from the Open Reaction Database (ORD), a public repository of structured organic reaction records. The task is: describe an organic reaction: reactants, conditions, products, and yield Starting materials: CC(C)=O, CCOCC, Cl, COC=Cc1ccc(C(C)(C)O)cc1F, O. The product is CC(C)(O)c1ccc(CC=O)c(F)c1. Reaction SMILES: [CH3:17][C:18](=[O:19])[CH3:20].[CH3:22][CH2:23][O:24][CH2:25][CH3:26].[ClH:16].[F:1][c:2]1[cH:3][c:4]([C:12]([CH3:13])([CH3:14])[OH:15])[cH:5][cH:6][c:7]1[CH:8]=[CH:9][O:10][CH3:11].[OH2:21]>>[F:1][c:2]1[cH:3][c:4]([C:12]([CH3:13])([CH3:14])[OH:15])[cH:5][cH:6][c:7]1[CH2:8][CH:9]=[O:10]. The reactants are ClC1=CC=C(C(=N1)C=O)NC(OC(C)(C)C)=O (tert-butyl (6-chloro-2-formylpyridin-3-yl)carbamate), [Cl-] (chloride), C1CCC2=NCCCN2CC1 (DBU), C1CCOC1 (THF). Solvent: C(Cl)(Cl)Cl (CHCl3). Run at temperature 100 celsius, time 8 hour. The product is ClC=1N=C2C=C(C(NC2=CC1)=O)C1=CC=CC=C1 (6-chloro-3-phenyl-1,5-naphthyridin-2(1H)-one). As a reaction SMILES: [Cl:1][C:2]1[N:7]=[C:6]([CH:8]=O)[C:5]([NH:10][C:11](=[O:17])OC(C)(C)C)=[CH:4][CH:3]=1.[Cl-].[CH2:19]1[CH2:29][CH2:28]N2[C:22](=NCCC2)[CH2:21][CH2:20]1.[CH2:30]1COCC1>C(Cl)(Cl)Cl>[Cl:1][C:2]1[N:7]=[C:6]2[C:5](=[CH:4][CH:3]=1)[NH:10][C:11](=[O:17])[C:30]([C:22]1[CH:21]=[CH:20][CH:19]=[CH:29][CH:28]=1)=[CH:8]2. Procedure: A mixture of tert-butyl (6-chloro-2-formylpyridin-3-yl)carbamate (1-4) (5 g, 19.5 mmol), phenylacethyl chloride (3.3 g, 21.4 mmol), and DBU (9.8 g, 39 mmol) in THF (215 mL) was stirred at room temperature for 2 days and at 100° C. for overnight. The mixture was diluted with CHCl3, washed with water and brine, dried (MgSO4), filtered, and the solvent was removed under reduced pressure. To the residue was added CHCl3, and the resulting solid was collected by filtration to give 6-chloro-3-phenyl-1,... Reactants: NC=1C=CC(=NC1)CC(=O)OC (methyl 2-(5-aminopyridin-2-yl)acetate), C=O (paraformaldehyde), [BH3-]C#N.[Na+] (NaBH3CN). Reagents/catalysts: CC(=O)O (AcOH). Solvent: CO (methanol). Reaction conditions: time 12 hour. The product is CN(C=1C(=NC=CC1)CC(=O)OC)C (methyl 2-(3-(dimethylamino)pyridin-2-yl)acetate). As a reaction SMILES: N[C:2]1[CH:3]=[CH:4][C:5]([CH2:8][C:9]([O:11][CH3:12])=[O:10])=[N:6][CH:7]=1.[CH2:13]=O.[BH3-][C:16]#[N:17].[Na+]>CO.CC(O)=O>[CH3:13][N:17]([CH3:16])[C:4]1[C:5]([CH2:8][C:9]([O:11][CH3:12])=[O:10])=[N:6][CH:7]=[CH:2][CH:3]=1 |f:2.3|. Reported procedure: To the solution of methyl 2-(5-aminopyridin-2-yl)acetate (600 mg, 3.6 mmol) and paraformaldehyde (578.3 mg, 19.3 mmol) in methanol (20 mL) was added NaBH3CN (1.2 g, 19.3 mmol) and AcOH (1 drop, cat.). The mixture was stirred at room temperature for 12 h. Then, the reaction was quenched with aqueous ammonium chloride and extracted with DCM. The organic layer was with brine, dried over sodium sulfate and evaporated under reduced pressure. The residue was purified by a standard method to get desire... The reactants are COC(C[C@@H]1COC2=C1C=CC(=C2)O[C@@H]2CCC1=C(C=CC(=C21)F)B2OC(C(O2)(C)C)(C)C)=O ({(S)-6-[(R)-7-fluoro-4-(4,4,5,5-tetramethyl-[1,3,2]dioxaborolan-2-yl)-indan-1-yloxy]-2,3-dihydro-benzofuran-3-yl}-acetic acid methyl ester), BrC1=C(C=C(C=C1C)C=1C=NC=CC1)C (3-(4-bromo-3,5-dimethyl-phenyl)-pyridine), BrC1=C2CC[C@H](C2=C(C=C1)F)OC1=CC2=C([C@@H](CO2)CC(=O)OC)C=C1 (Methyl 2-((S)-6-((R)-4-bromo-7-fluoro-2,3-dihydro-1H-inden-1-yloxy)-2,3-dihydrobenzofuran-3-yl)acetate). As a reaction SMILES: [CH3:1][O:2][C:3](=[O:34])[CH2:4][C@H:5]1[C:9]2[CH:10]=[CH:11][C:12]([O:14][C@H:15]3[C:23]4[C:18](=[C:19](B5OC(C)(C)C(C)(C)O5)[CH:20]=[CH:21][C:22]=4[F:24])[CH2:17][CH2:16]3)=[CH:13][C:8]=2[O:7][CH2:6]1.Br[C:36]1[C:41]([CH3:42])=[CH:40][C:39]([C:43]2[CH:44]=[N:45][CH:46]=[CH:47][CH:48]=2)=[CH:38][C:37]=1[CH3:49].BrC1C=CC(F)=C2C=1CC[C@H]2OC1C=CC2[C@H](CC(OC)=O)COC=2C=1>>[CH3:1][O:2][C:3](=[O:34])[CH2:4][C@H:5]1[C:9]2[CH:10]=[CH:11][C:12]([O:14][C@H:15]3[C:23]4[C:18](=[C:19]([C:36]5[C:37]([CH3:49])=[CH:38][C:39]([C:43]6[CH:44]=[N:45][CH:46]=[CH:47][CH:48]=6)=[CH:40][C:41]=5[CH3:42])[CH:20]=[CH:21][C:22]=4[F:24])[CH2:17][CH2:16]3)=[CH:13][C:8]=2[O:7][CH2:6]1. Reported procedure: The title compound is prepared from {(S)-6-[(R)-7-fluoro-4-(4,4,5,5-tetramethyl-[1,3,2]dioxaborolan-2-yl)-indan-1-yloxy]-2,3-dihydro-benzofuran-3-yl}-acetic acid methyl ester and 3-(4-bromo-3,5-dimethyl-phenyl)-pyridine following a procedure analogous to that described in Step 5 of Intermediate 1. Mass spectrum (ESI+): m/z=524 [M+H]+. Product: COC(C[C@@H]1COC2=C1C=CC(=C2)O[C@@H]2CCC1=C(C=CC(=C21)F)C2=C(C=C(C=C2C)C=2C=NC=CC2)C)=O ({(S)-6-[(R)-4-(2,6-Dimethyl-4-pyridin-3-yl-phenyl)-7-fluoro-indan-1-yloxy]-2,3-dihydro-benzofuran-3-yl}-acetic acid methyl ester). Reactants: [BH4-], CC(=O)[O-], CO, Cc1c(C=O)cnc2nc(N)nc(N)c12, [Na+]. Yields the product Cc1c(CO)cnc2nc(N)nc(N)c12. As a reaction SMILES: [BH4-:1].[CH3:18][C:19](=[O:20])[O-:21].[CH3:22][OH:23].[NH2:3][c:4]1[n:5][c:6]([NH2:17])[c:7]2[c:8]([n:9]1)[n:10][cH:11][c:12]([CH:15]=[O:16])[c:13]2[CH3:14].[Na+:2]>>[NH2:3][c:4]1[n:5][c:6]([NH2:17])[c:7]2[c:8]([n:9]1)[n:10][cH:11][c:12]([CH2:15][OH:16])[c:13]2[CH3:14].